Dataset: the Open Reaction Database (ORD), a public repository of structured organic reaction records. Task: describe an organic reaction: reactants, conditions, products, and yield The reactants are [N+](=O)([O-])C1=C(C(=O)O)C=C(C=C1)N1CCN(CC1)C (2-nitro-5-(4-methylpiperazino)benzoic acid), C1=CCCCC1 (cyclohexene). Reagents/catalysts: [Pd] (Pd/C). The solvent is C(C)O (ethanol). Product: NC1=C(C(=O)O)C=C(C=C1)N1CCN(CC1)C (2-Amino-5-(4-methylpiperazin-1-yl)benzoic acid). Isolated yield 43.8%. As a reaction SMILES: [N+:1]([C:4]1[CH:12]=[CH:11][C:10]([N:13]2[CH2:18][CH2:17][N:16]([CH3:19])[CH2:15][CH2:14]2)=[CH:9][C:5]=1[C:6]([OH:8])=[O:7])([O-])=O.C1CCCCC=1>C(O)C.[Pd]>[NH2:1][C:4]1[CH:12]=[CH:11][C:10]([N:13]2[CH2:18][CH2:17][N:16]([CH3:19])[CH2:15][CH2:14]2)=[CH:9][C:5]=1[C:6]([OH:8])=[O:7]. Procedure: The mixture of 9 g of 2-nitro-5-(4-methylpiperazino)benzoic acid, 20 mL of cyclohexene and 3.5 g of Pd/C (10%) is heated under reflux conditions in 120 mL of ethanol for 6 hours. The hot reaction mixture is filtered through celite filter. The filtrate is evaporated to obtain 3.5 g of the title compound. m.p.: 212° C. Starting materials: CC(=O)N1CCc2cc(CCN3CCN(C(=O)OC(C)(C)C)CC3)ccc21, ClCCl, O=C(O)C(F)(F)F. The product is CC(=O)N1CCc2cc(CCN3CCNCC3)ccc21. Reaction SMILES: [C:8]([CH3:9])(=[O:10])[N:11]1[CH2:12][CH2:13][c:14]2[cH:15][c:16]([CH2:20][CH2:21][N:22]3[CH2:23][CH2:24][N:25]([C:28]([O:29][C:30]([CH3:31])([CH3:32])[CH3:33])=[O:34])[CH2:26][CH2:27]3)[cH:17][cH:18][c:19]21.[Cl:35][CH2:36][Cl:37].[OH:1][C:2]([C:3]([F:4])([F:5])[F:6])=[O:7]>>[C:8]([CH3:9])(=[O:10])[N:11]1[CH2:12][CH2:13][c:14]2[cH:15][c:16]([CH2:20][CH2:21][N:22]3[CH2:23][CH2:24][NH:25][CH2:26][CH2:27]3)[cH:17][cH:18][c:19]21.